The task is: describe an organic reaction: reactants, conditions, products, and yield. This data is from the Open Reaction Database (ORD), a public repository of structured organic reaction records. Starting materials: C1CCC2(CC1)CCNCC2, CSC1=NCCN1, CO, I. Product: C1CCC2(CC1)CCN(C1=NCCN1)CC2, I. As a reaction SMILES: [CH2:1]1[CH2:2][NH:3][CH2:4][CH2:5][C:6]12[CH2:7][CH2:8][CH2:9][CH2:10][CH2:11]2.[CH3:13][S:14][C:15]1=[N:19][CH2:18][CH2:17][NH:16]1.[CH3:20][OH:21].[IH:12]>>[CH2:1]1[CH2:2][N:3]([C:15]2=[N:16][CH2:17][CH2:18][NH:19]2)[CH2:4][CH2:5][C:6]12[CH2:7][CH2:8][CH2:9][CH2:10][CH2:11]2.[IH:12]. The reactants are C1CC2CCC1CN2.Cl (2-azabicyclo-[2.2.2.]octane hydrochloride), O (water), [OH-].[K+] (potassium hydroxide), C1(=CC=CC=C1)C(C#N)(CCBr)C1=CC=CC=C1 (2,2-diphenyl-4-bromobutyronitrile). Run in C1=CC=CC=C1 (benzene). Product: Cl.C1(=CC=CC=C1)C(C#N)(CCN1C2CCC(C1)CC2)C2=CC=CC=C2 (2,2-diphenyl-4-(2-azabicyclo[2.2.2]oct-2-yl)butyronitrile hydrochloride). The yield is 76.8%. Reaction SMILES: [CH2:1]1[CH:6]2[CH2:7][NH:8][CH:3]([CH2:4][CH2:5]2)[CH2:2]1.[ClH:9].O.[OH-].[K+].[C:13]1([C:19]([C:25]2[CH:30]=[CH:29][CH:28]=[CH:27][CH:26]=2)([CH2:22][CH2:23]Br)[C:20]#[N:21])[CH:18]=[CH:17][CH:16]=[CH:15][CH:14]=1>C1C=CC=CC=1>[ClH:9].[C:25]1([C:19]([C:13]2[CH:14]=[CH:15][CH:16]=[CH:17][CH:18]=2)([CH2:22][CH2:23][N:8]2[CH2:7][CH:6]3[CH2:5][CH2:4][CH:3]2[CH2:2][CH2:1]3)[C:20]#[N:21])[CH:26]=[CH:27][CH:28]=[CH:29][CH:30]=1 |f:0.1,3.4,7.8|. Reported procedure: To a stirred solution of 0.85 part of 2-azabicyclo-[2.2.2.]octane hydrochloride in 20 parts of water is added 0.71 part of potassium hydroxide under a nitrogen atmosphere. Then, 1.90 parts of 2,2-diphenyl-4-bromobutyronitrile is added, and the mixture heated to reflux for 3.5 hours. This reaction mixture is cooled to about 60° C., whereupon 13 parts of benzene is added. The aqueous layer is separated and extracted with 15 parts of benzene. To the combined benzene extracts is added dropwise 2 par...